The task is: describe an organic reaction: reactants, conditions, products, and yield. This data is from the Open Reaction Database (ORD), a public repository of structured organic reaction records. Starting materials: [N+](=O)([O-])C1=CC(=C(C=C1)Cl)Cl (1-nitro-3,4-dichlorobenzene), [S-]C1=CC=CC=C1.[Na+] (sodium thiophenoxide). Product: S1C(=CC=C1)C1=C(C=C(C=C1)[N+](=O)[O-])C=1SC=CC1 (1,2-bis(thiophenyl)-4-nitrobenzene). Isolated yield 31.0%. As a reaction SMILES: [N+:1]([C:4]1[CH:9]=[CH:8][C:7](Cl)=[C:6](Cl)[CH:5]=1)([O-:3])=[O:2].[S-:12][C:13]1[CH:18]=[CH:17][CH:16]=CC=1.[Na+]>>[S:12]1[CH:16]=[CH:17][CH:18]=[C:13]1[C:7]1[CH:8]=[CH:9][C:4]([N+:1]([O-:3])=[O:2])=[CH:5][C:6]=1[C:16]1[S:12][CH:13]=[CH:18][CH:17]=1 |f:1.2|. Procedure: The procedure was as previously mentioned using 1-nitro-3,4-dichlorobenzene (10 g, 0.052 M) and sodium thiophenoxide (13.75 g, 0.104 M). mp = 97°-101°. Yield 31%. The reaction product was characterized by NMR, 13CNMR, ir, and Mass Spectra (M+ = 339). Solvent: CS(=O)C (DMSO). As a reaction SMILES: [CH2:1]([OH:4])[CH2:2][OH:3].[N+:5]([C:8]1[CH:13]=[CH:12][C:11](Cl)=[CH:10][CH:9]=1)([O-:7])=[O:6].[OH-:15].[Na+]>CS(C)=O>[N+:5]([C:8]1[CH:13]=[CH:12][C:11]([O:3][CH2:2][CH2:1][O:4][C:11]2[CH:12]=[CH:13][C:8]([N+:5]([O-:6])=[O:15])=[CH:9][CH:10]=2)=[CH:10][CH:9]=1)([O-:7])=[O:6] |f:2.3|. The product is [N+](=O)([O-])C1=CC=C(OCCOC2=CC=C(C=C2)[N+](=O)[O-])C=C1 (1,2-bis-(4-nitrophenoxy)-ethane). The reactants are C(CO)O (ethylene glycol), [N+](=O)([O-])C1=CC=C(C=C1)Cl (4-nitrochlorobenzene), [OH-].[Na+] (sodium hydroxide). Procedure details: 62 g (1 mol) ethylene glycol, 346.5 g (2.2 mols) 4-nitrochlorobenzene and 140 g powdered sodium hydroxide were reacted following the procedure described in Example 1 in 600 ml DMSO. Starting materials: [OH-].[Na+] (NaOH), C1(CCCC1)OC(=O)C1=NN(C(C=C1)=O)C1CCCC1 (Cyclopentyl-1-cyclopentyl-6-oxo-1,6-dihydropyridazine-3-carboxylate), Cl (HCl). The solvent is C1CCOC1.O (THF water). Reaction conditions: temperature 40 celsius, time 2 hour. The product is C1(CCCC1)N1N=C(C=CC1=O)C(=O)O (1-cyclopentyl-6-oxo-1,6-dihydropyridazine-3-carboxylic acid). RXN SMILES: C1([O:6][C:7]([C:9]2[CH:14]=[CH:13][C:12](=[O:15])[N:11]([CH:16]3[CH2:20][CH2:19][CH2:18][CH2:17]3)[N:10]=2)=[O:8])CCCC1.[OH-].[Na+].Cl>C1COCC1.O>[CH:16]1([N:11]2[C:12](=[O:15])[CH:13]=[CH:14][C:9]([C:7]([OH:8])=[O:6])=[N:10]2)[CH2:17][CH2:18][CH2:19][CH2:20]1 |f:1.2,4.5|. Procedure details: Cyclopentyl-1-cyclopentyl-6-oxo-1,6-dihydropyridazine-3-carboxylate (20 mg, 0.072 mmol) was dissolved in 2 ml THF/water (1/1) and 2 ml NaOH (5M, aq.) was added. The reaction was stirred at 40° C. for 2 h and 5 ml HCl (5M, aq.) was added. The reaction was concentrated and 10 ml of CH2Cl2/MeOH (1/1) was added and the reaction was sonicated for 10 min and filtered. The filtrate was concentrated and used in the next step without further purification. Yield: 11 mg (0.052 mmol, 73%, film, MS m/z: 209(... The reactants are C[SiH](C)OCc1sc(N2CC(OS(C)(=O)=O)C2)nc1C(C)(C)C, CC([O-])=S, CN(C)C=O, [K+]. The product is CC(=O)SC1CN(c2nc(C(C)(C)C)c(CO[SiH](C)C)s2)C1. RXN SMILES: [C:1]([CH3:2])([CH3:3])([CH3:4])[c:5]1[n:6][c:7]([N:15]2[CH2:16][CH:17]([O:19][S:20]([CH3:21])(=[O:22])=[O:23])[CH2:18]2)[s:8][c:9]1[CH2:10][O:11][SiH:12]([CH3:13])[CH3:14].[C:24]([CH3:25])(=[S:26])[O-:27].[CH3:29][N:30]([CH3:31])[CH:32]=[O:33].[K+:28]>>[C:1]([CH3:2])([CH3:3])([CH3:4])[c:5]1[n:6][c:7]([N:15]2[CH2:16][CH:17]([S:26][C:24]([CH3:25])=[O:27])[CH2:18]2)[s:8][c:9]1[CH2:10][O:11][SiH:12]([CH3:13])[CH3:14]. Starting materials: CCOCC, CN(C)C=O, OCC1(O)CC(c2ncc3c(Cl)nccn23)C1, O=C1CCC(=O)N1I. Product: OCC1(O)CC(c2nc(I)c3c(Cl)nccn23)C1. RXN SMILES: [CH3:26][CH2:27][O:28][CH2:29][CH3:30].[CH3:31][N:32]([CH3:33])[CH:34]=[O:35].[Cl:9][c:10]1[c:11]2[n:12]([cH:13][cH:14][n:15]1)[c:16]([CH:19]1[CH2:20][C:21]([OH:23])([CH2:24][OH:25])[CH2:22]1)[n:17][cH:18]2.[I:1][N:2]1[C:3](=[O:4])[CH2:5][CH2:6][C:7]1=[O:8]>>[I:1][c:18]1[c:11]2[c:10]([Cl:9])[n:15][cH:14][cH:13][n:12]2[c:16]([CH:19]2[CH2:20][C:21]([OH:23])([CH2:24][OH:25])[CH2:22]2)[n:17]1. Starting materials: Cn1cc(Br)nc(Nc2ccc(C=O)cc2)c1=O, Cc1c(NC(=O)c2ccc(C(C)(C)C)cc2)cccc1B1OC(C)(C)C(C)(C)O1, COCCOC, [Na+], [Na+], O=C([O-])[O-], O, c1ccc(P(c2ccccc2)(c2ccccc2)[Pd](P(c2ccccc2)(c2ccccc2)c2ccccc2)(P(c2ccccc2)(c2ccccc2)c2ccccc2)P(c2ccccc2)(c2ccccc2)c2ccccc2)cc1. Yields the product Cc1c(NC(=O)c2ccc(C(C)(C)C)cc2)cccc1-c1cn(C)c(=O)c(Nc2ccc(C=O)cc2)n1. RXN SMILES: [Br:1][c:2]1[cH:3][n:4]([CH3:18])[c:5](=[O:17])[c:6]([NH:8][c:9]2[cH:10][cH:11][c:12]([CH:13]=[O:14])[cH:15][cH:16]2)[n:7]1.[C:19]([CH3:20])([CH3:21])([CH3:22])[c:23]1[cH:24][cH:25][c:26]([C:27](=[O:28])[NH:29][c:30]2[c:31]([CH3:45])[c:32]([B:36]3[O:37][C:38]([CH3:39])([CH3:40])[C:41]([CH3:42])([CH3:43])[O:44]3)[cH:33][cH:34][cH:35]2)[cH:46][cH:47]1.[CH3:54][O:55][CH2:56][CH2:57][O:58][CH3:59].[Na+:48].[Na+:49].[O-:50][C:51](=[O:52])[O-:53].[OH2:137].[cH:60]1[cH:61][cH:62][c:63]([P:64]([Pd:65]([P:66]([c:67]2[cH:68][cH:69][cH:70][cH:71][cH:72]2)([c:73]2[cH:74][cH:75][cH:76][cH:77][cH:78]2)[c:79]2[cH:80][cH:81][cH:82][cH:83][cH:84]2)([P:85]([c:86]2[cH:87][cH:88][cH:89][cH:90][cH:91]2)([c:92]2[cH:93][cH:94][cH:95][cH:96][cH:97]2)[c:98]2[cH:99][cH:100][cH:101][cH:102][cH:103]2)[P:104]([c:105]2[cH:106][cH:107][cH:108][cH:109][cH:110]2)([c:111]2[cH:112][cH:113][cH:114][cH:115][cH:116]2)[c:117]2[cH:118][cH:119][cH:120][cH:121][cH:122]2)([c:123]2[cH:124][cH:125][cH:126][cH:127][cH:128]2)[c:129]2[cH:130][cH:131][cH:132][cH:133][cH:134]2)[cH:135][cH:136]1>>[c:2]1(-[c:32]2[c:31]([CH3:45])[c:30]([NH:29][C:27]([c:26]3[cH:25][cH:24][c:23]([C:19]([CH3:20])([CH3:21])[CH3:22])[cH:47][cH:46]3)=[O:28])[cH:35][cH:34][cH:33]2)[cH:3][n:4]([CH3:18])[c:5](=[O:17])[c:6]([NH:8][c:9]2[cH:10][cH:11][c:12]([CH:13]=[O:14])[cH:15][cH:16]2)[n:7]1.